describe an organic reaction: reactants, conditions, products, and yield From a dataset of the Open Reaction Database (ORD), a public repository of structured organic reaction records. Starting materials: CCOC(=O)c1ncn(Cc2ccccc2)n1, CCO, [Na+], [OH-]. Product: O=C(O)c1ncn(Cc2ccccc2)n1. RXN SMILES: [CH2:1]([CH3:2])[O:3][C:4](=[O:5])[c:6]1[n:7][n:8]([CH2:11][c:12]2[cH:13][cH:14][cH:15][cH:16][cH:17]2)[cH:9][n:10]1.[CH3:20][CH2:21][OH:22].[Na+:19].[OH-:18]>>[O:3]=[C:4]([OH:5])[c:6]1[n:7][n:8]([CH2:11][c:12]2[cH:13][cH:14][cH:15][cH:16][cH:17]2)[cH:9][n:10]1. Run in C(Cl)(Cl)Cl (CHCl3). RXN SMILES: [N+:1]([C:4]1[CH:5]=[C:6]2[C:19]3[C@@H:9]([CH2:10][C@@H:11]4[C@@H:16]([C:17]=3[CH:18]=1)[CH2:15][C@H:14]([NH:20][C:21](=[O:27])[N:22]([CH2:25][CH3:26])[CH2:23][CH3:24])[CH2:13][N:12]4[CH2:28]CC)[CH2:8][NH:7]2)([O-:3])=[O:2]>C(Cl)(Cl)Cl>[CH3:28][N:12]1[C@H:11]2[C@@H:16]([C:17]3[CH:18]=[C:4]([N+:1]([O-:3])=[O:2])[CH:5]=[C:6]4[C:19]=3[C@@H:9]([CH2:10]2)[CH2:8][NH:7]4)[CH2:15][C@@H:14]([NH:20][C:21](=[O:27])[N:22]([CH2:25][CH3:26])[CH2:23][CH3:24])[CH2:13]1. The reactants are [N+](=O)([O-])C=1C=C2NC[C@@H]3C[C@H]4N(C[C@H](C[C@@H]4C(C1)=C32)NC(N(CC)CC)=O)CCC (3-(2,3α-Dihydro-13-nitro-6-n-propyl-8α-ergolinyl)-1,1-diethylurea). Procedure: 3-(2,3α-Dihydro-13-nitro-6-n-propyl-8α-ergolinyl)-1,1-diethylurea. Yield: 50%. [α]D =-156° (0.5% in CHCl3). The product is CN1C[C@@H](C[C@@H]2C=3C=C(C=C4NC[C@H](C[C@@H]12)C34)[N+](=O)[O-])NC(N(CC)CC)=O (3-(2,3α-Dihydro-6-methyl-13-nitro-8β-ergolinyl)-1,1-diethylurea). Yield: 50.0%. Reactants: CN(C)c1ccncc1, CO, OCC1c2ccccc2C=Cc2c(Cl)cccc21, ClCCl, [K+], [OH-], Cc1ccc(S(=O)(=O)Cl)cc1, c1ccncc1. Product: OC1=Cc2ccccc2C=Cc2c(Cl)cccc21. As a reaction SMILES: [CH3:41][N:42]([CH3:43])[c:44]1[cH:45][cH:46][n:47][cH:48][cH:49]1.[CH3:50][OH:51].[Cl:1][c:2]1[cH:3][cH:4][cH:5][c:6]2[c:12]1[CH:11]=[CH:10][c:9]1[c:8]([cH:16][cH:15][cH:14][cH:13]1)[CH:7]2[CH2:17][OH:18].[Cl:38][CH2:39][Cl:40].[K+:37].[OH-:36].[c:19]1([CH3:20])[cH:21][cH:22][c:23]([S:24]([Cl:25])(=[O:26])=[O:27])[cH:28][cH:29]1.[cH:30]1[cH:31][cH:32][n:33][cH:34][cH:35]1>>[Cl:1][c:2]1[cH:3][cH:4][cH:5][c:6]2[c:12]1[CH:11]=[CH:10][c:9]1[c:8]([cH:16][cH:15][cH:14][cH:13]1)[CH:7]=[C:17]2[OH:18].